Dataset: the Open Reaction Database (ORD), a public repository of structured organic reaction records. Task: describe an organic reaction: reactants, conditions, products, and yield Reactants: C(C=C)C1(C2=CC=CC=C2C=2C=CC=CC12)C(=O)Cl (9-allyl-9H-fluorene-9-carboxylic acid chloride), Cl.FC(CN)(F)F (2,2,2-trifluoroethylamine-hydrochloride). Product: FC(CNC(=O)C1(C2=CC=CC=C2C=2C=CC=CC12)CC=C)(F)F (9-allyl-9H-fluorene-9-carboxylic acid-(2,2,2-trifluoro-ethyl)-amide). RXN SMILES: [CH2:1]([C:4]1([C:17](Cl)=[O:18])[C:16]2[CH:15]=[CH:14][CH:13]=[CH:12][C:11]=2[C:10]2[C:5]1=[CH:6][CH:7]=[CH:8][CH:9]=2)[CH:2]=[CH2:3].Cl.[F:21][C:22]([F:26])([F:25])[CH2:23][NH2:24]>>[F:21][C:22]([F:26])([F:25])[CH2:23][NH:24][C:17]([C:4]1([CH2:1][CH:2]=[CH2:3])[C:16]2[CH:15]=[CH:14][CH:13]=[CH:12][C:11]=2[C:10]2[C:5]1=[CH:6][CH:7]=[CH:8][CH:9]=2)=[O:18] |f:1.2|. Reported procedure: Prepared analogously to Example 1 from 9-allyl-9H-fluorene-9-carboxylic acid chloride and 2,2,2-trifluoroethylamine-hydrochloride. Reactants: [OH-].[Na+] (sodium hydroxide), [N+](=O)([O-])C1=CC=C(C=C1)CCl (4-nitrophenylmethyl chloride), NC1=NC(SS1)=S (5-amino-1,2,4-dithiazol-3-thione), 5-amino. The solvent is O (water), C(C)O (ethanol), C(Cl)Cl (methylene chloride). Conditions: time 16 hour. The product is [N+](=O)([O-])C1=CC=C(C=C1)CSC1=NSC(=N1)S (3-(4-nitrophenylmethylthio)-5-mercapto-1,2,4-thiadiazole). Yield: 36.3%. As a reaction SMILES: [OH-].[Na+].[NH2:3][C:4]1[S:8][S:7][C:6](=[S:9])[N:5]=1.[N+:10]([C:13]1[CH:18]=[CH:17][C:16]([CH2:19]Cl)=[CH:15][CH:14]=1)([O-:12])=[O:11]>O.C(O)C.C(Cl)Cl>[N+:10]([C:13]1[CH:18]=[CH:17][C:16]([CH2:19][S:8][C:4]2[N:5]=[C:6]([SH:9])[S:7][N:3]=2)=[CH:15][CH:14]=1)([O-:12])=[O:11] |f:0.1|. Procedure details: A solution of 2.2 grams (0.055 mole) of sodium hydroxide in 7 ml of water and 20 ml of ethanol was stirred and 4.0 grams (0.027 mole) of 5-amino-1,2,4-dithiazol-3-thione was added portionwise. After all of the 5-amino intermediate was in solution, 4.7 grams (0.027 mole) of 4-nitrophenylmethyl chloride was added dropwise. Upon completion of addition the reaction mixture was stirred at ambient temperature for 16 hours. The reaction mixture was concentrated under reduced pressure to a residue. The ... The reactants are C(C)(=O)OCC (ethyl acetate), ClC1=CC=C(C(=O)N2CC(NC3=C(C2)C=CC=C3)=O)C=C1 (4-(4-chlorobenzoyl)-1,3,4,5-tetrahydrobenzo[e][1,4]diazepin-2-on), C(#N)C=1C=C(CBr)C=CC1 (3-cyanobenzyl bromide), [H-].[Na+] (sodium hydride). Solvent: CN(C)C=O (DMF). Conditions: time 30 minute. Product: ClC1=CC=C(C(=O)N2CC(N(C3=C(C2)C=CC=C3)CC3=CC(=CC=C3)C#N)=O)C=C1 (4-(4-chlorobenzoyl)-1-(3-cyanobenzyl)-1,3,4,5-tetrahydrobenzo[e][1,4]diazepin-2-on). RXN SMILES: [Cl:1][C:2]1[CH:21]=[CH:20][C:5]([C:6]([N:8]2[CH2:14][C:13]3[CH:15]=[CH:16][CH:17]=[CH:18][C:12]=3[NH:11][C:10](=[O:19])[CH2:9]2)=[O:7])=[CH:4][CH:3]=1.[H-].[Na+].[C:24]([C:26]1[CH:27]=[C:28]([CH:31]=[CH:32][CH:33]=1)[CH2:29]Br)#[N:25].C(OCC)(=O)C>CN(C=O)C>[Cl:1][C:2]1[CH:21]=[CH:20][C:5]([C:6]([N:8]2[CH2:14][C:13]3[CH:15]=[CH:16][CH:17]=[CH:18][C:12]=3[N:11]([CH2:29][C:28]3[CH:31]=[CH:32][CH:33]=[C:26]([C:24]#[N:25])[CH:27]=3)[C:10](=[O:19])[CH2:9]2)=[O:7])=[CH:4][CH:3]=1 |f:1.2|. Procedure: 150 mg (0.50 mmol) of 4-(4-chlorobenzoyl)-1,3,4,5-tetrahydrobenzo[e][1,4]diazepin-2-on was dissolved in 6 ml of DMF. 24 mg (0.60 mmol) of sodium hydride was added to the obtained solution, and they were stirred at room temperature for 30 minutes. 137 mg (0.70 mmol) of 3-cyanobenzyl bromide was added to the obtained mixture, and they were stirred at room temperature overnight. After the treatment with ethyl acetate as the extracting solvent by an ordinary method, the obtained crude product was pu... The reactants are COC1=CC=C(C=C1)C1=CC2=C(C(N1)=O)N=CC=C2 (6-(4-methoxyphenyl)-7,8-dihydropyrido[2,3-c]pyridin-8-one). The solvent is P(=O)(Cl)(Cl)Cl (Phosphorus oxychloride). Conditions: temperature 100 celsius, time 2 hour. Yields the product C(#N)C1=NC=CC=C1C#CC1=CC=C(C=C1)OC (2-Cyano-3-(4-methoxyphenyl)ethynylpyridine). Yield: 151.0%. As a reaction SMILES: [CH3:1][O:2][C:3]1[CH:8]=[CH:7][C:6]([C:9]2[NH:14][C:13](=O)[C:12]3[N:16]=[CH:17][CH:18]=[CH:19][C:11]=3[CH:10]=2)=[CH:5][CH:4]=1>P(Cl)(Cl)(Cl)=O>[C:13]([C:12]1[C:11]([C:10]#[C:9][C:6]2[CH:5]=[CH:4][C:3]([O:2][CH3:1])=[CH:8][CH:7]=2)=[CH:19][CH:18]=[CH:17][N:16]=1)#[N:14]. Procedure details: Phosphorus oxychloride (20 ml) was added to 6-(4-methoxyphenyl)-7,8-dihydropyrido[2,3-c]pyridin-8-one (0.70 g, 2.77 mmol), and the mixture was heated under reflux for 1.5 hr. After cooling as it was, excess phosphorus oxychloride was evaporated. To the resulting residue was added N-ethylpiperazine (35 ml), and the mixture was stirred in nitrogen atmosphere at 100° C. for 2 hr. After cooling as it was, the reaction solution was evaporated. The resulting residue was dissolved in ethyl acetate, was...